From a dataset of the Open Reaction Database (ORD), a public repository of structured organic reaction records. describe an organic reaction: reactants, conditions, products, and yield The reactants are C12CNCCC2CN1C=1OC2=C(N1)C=CC=C2 (2-(3,8-diaza-bicyclo[4.2.0]oct-8-yl)-benzooxazole), C=1(C(=CC=CC1)C(=O)Cl)C1=CC=CC=C1 (biphenyl-2-carbonyl chloride), [C@@H]12CNCC[C@H]2CN1C1=NC2=CC=CC=C2N=C1 ((1R,6S)-2-(3,8-diaza-bicyclo[4.2.0]oct-8-yl)-quinoxaline), COC1=C(C(=O)Cl)C(=CC=C1)OC (2,6-dimethoxy benzoyl chloride). The product is O1C(=NC2=C1C=CC=C2)N2CC1CCN(CC21)C(=O)C2=C(C=CC=C2OC)OC ((8-Benzooxazol-2-yl-3,8-diaza-bicyclo[4.2.0]oct-3-yl)-(2,6-dimethoxy-phenyl)-methanone). RXN SMILES: [CH:1]12[N:8]([C:9]3[O:10][C:11]4[CH:17]=[CH:16][CH:15]=[CH:14][C:12]=4[N:13]=3)[CH2:7][CH:6]1[CH2:5][CH2:4][NH:3][CH2:2]2.[C@@H]12N(C3C=NC4C(=CC=CC=4)N=3)C[C@@H]1CCNC2.[CH3:36][O:37][C:38]1[CH:46]=[CH:45][CH:44]=[C:43]([O:47][CH3:48])[C:39]=1[C:40](Cl)=[O:41].C1(C2C=CC=CC=2)C(C(Cl)=O)=CC=CC=1>>[O:10]1[C:11]2[CH:17]=[CH:16][CH:15]=[CH:14][C:12]=2[N:13]=[C:9]1[N:8]1[CH:1]2[CH:6]([CH2:5][CH2:4][N:3]([C:40]([C:39]3[C:43]([O:47][CH3:48])=[CH:44][CH:45]=[CH:46][C:38]=3[O:37][CH3:36])=[O:41])[CH2:2]2)[CH2:7]1. Procedure: The title compound was prepared in a manner analogous to Example 5, substituting 2-(3,8-diaza-bicyclo[4.2.0]oct-8-yl)-benzooxazole (Intermediate 7) for (1R,6S)-2-(3,8-diaza-bicyclo[4.2.0]oct-8-yl)-quinoxaline and 2,6-dimethoxy benzoyl chloride for biphenyl-2-carbonyl chloride. MS (ESI) mass calcd. for C22H23N3O4, 393.44; m/z found 394.3 [M+H]+. 1H NMR (400 MHz, CDCl3): 7.54-7.27 (m, 2H), 7.25-7.06 (m, 3H), 6.57-6.01 (m, 2H), 5.12-4.00 (m, 5H), 3.98-3.33 (m, 7H), 3.20-2.94 (m, 2H), 2.24-1.72 (m, ... The reactants are O=C(Cl)C=Cc1ccccc1, C1CCOC1, Cc1ccc(N)cc1C. The product is Cc1ccc(NC(=O)C=Cc2ccccc2)cc1C. Reaction SMILES: [C:10]([CH:11]=[CH:12][c:13]1[cH:14][cH:15][cH:16][cH:17][cH:18]1)(=[O:19])[Cl:20].[CH2:21]1[O:22][CH2:23][CH2:24][CH2:25]1.[CH3:1][c:2]1[cH:3][cH:4][c:5]([NH2:6])[cH:7][c:8]1[CH3:9]>>[CH3:1][c:2]1[cH:3][cH:4][c:5]([NH:6][C:10]([CH:11]=[CH:12][c:13]2[cH:14][cH:15][cH:16][cH:17][cH:18]2)=[O:19])[cH:7][c:8]1[CH3:9].